From a dataset of the Open Reaction Database (ORD), a public repository of structured organic reaction records. describe an organic reaction: reactants, conditions, products, and yield Procedure details: This was similarly prepared from 7-hydroxy-2-phenyl-5H-pyrido[3,2-b]indole-4-carboxamide and tert-butyl 4-hydroxypiperidine-1-carboxylate. MS (ESI) m/z 387.1 (M+H). 1H NMR (500 MHz, DMSO-d6) δ ppm 11.35 (1H, br. s.), 8.57 (1H, s), 8.36 (1H, s), 8.28 (2H, d, J=7.02 Hz), 8.12 (1H, d, J=8.55 Hz), 7.84 (1H, s), 7.54 (2H, t, J=7.63 Hz), 7.42 (1H, t, J=7.32 Hz), 7.32 (1H, d, J=2.14 Hz), 6.91 (1H, dd, J=8.85, 2.14 Hz), 4.43-4.57 (1H, m), 3.05 (2H, ddd, J=12.67, 4.27, 4.12 Hz), 2.61-2.74 (2H, m), 1.98-2... Reactants: OC=1C=CC=2C3=C(NC2C1)C(=CC(=N3)C3=CC=CC=C3)C(=O)N (7-hydroxy-2-phenyl-5H-pyrido[3,2-b]indole-4-carboxamide), OC1CCN(CC1)C(=O)OC(C)(C)C (tert-butyl 4-hydroxypiperidine-1-carboxylate). Yields the product C1(=CC=CC=C1)C=1C=C(C=2NC=3C=C(C=CC3C2N1)OC1CCNCC1)C(=O)N (2-Phenyl-7-(piperidin-4-yloxy)-5H-pyrido[3,2-b]indole-4-carboxamide). As a reaction SMILES: [OH:1][C:2]1[CH:3]=[CH:4][C:5]2[C:6]3[N:14]=[C:13]([C:15]4[CH:20]=[CH:19][CH:18]=[CH:17][CH:16]=4)[CH:12]=[C:11]([C:21]([NH2:23])=[O:22])[C:7]=3[NH:8][C:9]=2[CH:10]=1.O[CH:25]1[CH2:30][CH2:29][N:28](C(OC(C)(C)C)=O)[CH2:27][CH2:26]1>>[C:15]1([C:13]2[CH:12]=[C:11]([C:21]([NH2:23])=[O:22])[C:7]3[NH:8][C:9]4[CH:10]=[C:2]([O:1][CH:25]5[CH2:30][CH2:29][NH:28][CH2:27][CH2:26]5)[CH:3]=[CH:4][C:5]=4[C:6]=3[N:14]=2)[CH:20]=[CH:19][CH:18]=[CH:17][CH:16]=1.